From a dataset of the Open Reaction Database (ORD), a public repository of structured organic reaction records. describe an organic reaction: reactants, conditions, products, and yield The reactants are C(C)(=O)C1=C(C(=C(OCCCC#CC=O)C=C1)CCC)O (6-(4-acetyl-3-hydroxy-2-propylphenoxy)-2-hexynal), S(O)(O)(=O)=O (sulfuric acid). Reagents/catalysts: [O-2].[O-2].[O-2].[Cr+6] (chromium trioxide). The solvent is CC(=O)C (acetone). Yields the product C(C)(=O)C1=C(C(=C(OCCCC#CC(=O)O)C=C1)CCC)O (6-(4-acetyl-3-hydroxy-2-propylphenoxy)-2-hexynoic acid). Isolated yield 40.0%. RXN SMILES: [C:1]([C:4]1[CH:17]=[CH:16][C:7]([O:8][CH2:9][CH2:10][CH2:11][C:12]#[C:13][CH:14]=[O:15])=[C:6]([CH2:18][CH2:19][CH3:20])[C:5]=1[OH:21])(=[O:3])[CH3:2].S(=O)(=O)(O)[OH:23]>CC(C)=O.[O-2].[O-2].[O-2].[Cr+6]>[C:1]([C:4]1[CH:17]=[CH:16][C:7]([O:8][CH2:9][CH2:10][CH2:11][C:12]#[C:13][C:14]([OH:23])=[O:15])=[C:6]([CH2:18][CH2:19][CH3:20])[C:5]=1[OH:21])(=[O:3])[CH3:2] |f:3.4.5.6|. Procedure details: To 0.58 g of chromium trioxide in 8 ml of 10N sulfuric acid cooled at 0° was added a solution of 1.51 g of 6-(4-acetyl-3-hydroxy-2-propylphenoxy)-2-hexynal in 15 ml of acetone over 30 minutes with stirring. The reaction mixture was allowed to warm to 25° over 30 minutes and then concentrated in vacuo to remove the acetone. Water (50 ml) was added and the product was extracted with ether. The ether phase was extracted with 1.0N sodium hydroxide, the aqueous layer was separated, acidified and extr... Reactants: O=C1NC(=O)c2c(CCCBr)cccc21, O=C([O-])[O-], Cl, Fc1ccc(C2CCNCC2)cc1, [K+], [K+], CN(C)C=O. Yields the product O=C1NC(=O)c2c(CCCN3CCC(c4ccc(F)cc4)CC3)cccc21. RXN SMILES: [Br:15][CH2:16][CH2:17][CH2:18][c:19]1[c:20]2[c:21]([cH:27][cH:28][cH:29]1)[C:22](=[O:23])[NH:24][C:25]2=[O:26].[C:30](=[O:31])([O-:32])[O-:33].[ClH:1].[F:2][c:3]1[cH:4][cH:5][c:6]([CH:9]2[CH2:10][CH2:11][NH:12][CH2:13][CH2:14]2)[cH:7][cH:8]1.[K+:34].[K+:35].[O:36]=[CH:37][N:38]([CH3:39])[CH3:40]>>[F:2][c:3]1[cH:4][cH:5][c:6]([CH:9]2[CH2:10][CH2:11][N:12]([CH2:16][CH2:17][CH2:18][c:19]3[c:20]4[c:21]([cH:27][cH:28][cH:29]3)[C:22](=[O:23])[NH:24][C:25]4=[O:26])[CH2:13][CH2:14]2)[cH:7][cH:8]1. Starting materials: [N+](=O)([O-])C1=NNC=C1 (3-nitro-1H-pyrazole), [H-].[Na+] (sodium hydride), oil, BrCC1=CC=C(C=C1)S(=O)(=O)C (1-bromomethyl-4-methanesulfonyl-benzene). Run in CN(C=O)C (N,N-dimethylformamide). Yields the product CS(=O)(=O)C1=CC=C(CN2N=C(C=C2)[N+](=O)[O-])C=C1 (1-(4-methanesulfonyl-benzyl)-3-nitro-1H-pyrazole). Yield: 55.3%. Reaction SMILES: [N+:1]([C:4]1[CH:8]=[CH:7][NH:6][N:5]=1)([O-:3])=[O:2].[H-].[Na+].Br[CH2:12][C:13]1[CH:18]=[CH:17][C:16]([S:19]([CH3:22])(=[O:21])=[O:20])=[CH:15][CH:14]=1>CN(C)C=O>[CH3:22][S:19]([C:16]1[CH:17]=[CH:18][C:13]([CH2:12][N:6]2[CH:7]=[CH:8][C:4]([N+:1]([O-:3])=[O:2])=[N:5]2)=[CH:14][CH:15]=1)(=[O:20])=[O:21] |f:1.2|. Reported procedure: To a solution of 3-nitro-1H-pyrazole (prepared in example 3, 150 mg, 1.33 mmol) in anhydrous N,N-dimethylformamide (2 mL), a 60% dispersion of sodium hydride in mineral oil (58 mg, 1.46 mmol) was added while stirring under nitrogen. After the effervescence ceased and the mixture was stirred for additional 30 min, 1-bromomethyl-4-methanesulfonyl-benzene (364 mg, 1.46 mmol) was added. The mixture was continued to stir under nitrogen for an additional 2 h. The solvent was removed in vacuo and purif... Starting materials: C1COCCO1, CCOC(C)=O, Cl, [Li+], [OH-], O, O, CC(C)c1ccc2c(Nc3cc(C(=O)Nc4cncc(Br)c4)ccc3Sc3ccc(NC(=O)OCC4c5ccccc5-c5ccccc54)cc3)ncnc2n1. Yields the product CC(C)c1ccc2c(Nc3cc(C(=O)Nc4cncc(Br)c4)ccc3Sc3ccc(N)cc3)ncnc2n1. RXN SMILES: [CH2:60]1[O:61][CH2:62][CH2:63][O:64][CH2:65]1.[CH3:67][CH2:68][O:69][C:70](=[O:71])[CH3:72].[ClH:59].[Li+:58].[OH-:57].[OH2:56].[OH2:66].[cH:1]1[c:2]2[c:14]([cH:15][cH:16][cH:55]1)-[c:9]1[c:8]([cH:13][cH:12][cH:11][cH:10]1)[CH:3]2[CH2:4][O:5][C:6](=[O:7])[NH:17][c:18]1[cH:19][cH:20][c:21]([S:24][c:25]2[c:26]([NH:41][c:42]3[c:43]4[c:44]([n:45][cH:46][n:47]3)[n:48][c:49]([CH:52]([CH3:53])[CH3:54])[cH:50][cH:51]4)[cH:27][c:28]([C:31]([NH:32][c:33]3[cH:34][n:35][cH:36][c:37]([Br:39])[cH:38]3)=[O:40])[cH:29][cH:30]2)[cH:22][cH:23]1>>[NH2:17][c:18]1[cH:19][cH:20][c:21]([S:24][c:25]2[c:26]([NH:41][c:42]3[c:43]4[c:44]([n:45][cH:46][n:47]3)[n:48][c:49]([CH:52]([CH3:53])[CH3:54])[cH:50][cH:51]4)[cH:27][c:28]([C:31]([NH:32][c:33]3[cH:34][n:35][cH:36][c:37]([Br:39])[cH:38]3)=[O:40])[cH:29][cH:30]2)[cH:22][cH:23]1.